From a dataset of the Open Reaction Database (ORD), a public repository of structured organic reaction records. describe an organic reaction: reactants, conditions, products, and yield The reactants are N1C(C2(C3=CC=CC=C13)COC1=CC3=C(OCCO3)C=C12)=O (2,3-dihydrospiro[furo[2,3-g][1,4]benzodioxine-8,3′-indol]-2′(1′H)-one), BrCC1OCCCC1 (2-(bromomethyl)tetrahydro-2H-pyran), N1C(C2(C3=CC=CC=C13)C1=C(OC2)C=C2OCCC2=C1)=O (5,6-dihydrospiro[benzo[1,2-b:5,4-b′]difuran-3,3′-indol]-2′(1′H)-one), Br.BrCC1=NC=CC=C1 (2-(bromomethyl)pyridine hydrobromide). Yields the product N1=C(C=CC=C1)CN1C(C2(C3=CC=CC=C13)COC1=CC3=C(OCCO3)C=C12)=O (1′-(pyridin-2-ylmethyl)-2,3-dihydrospiro[furo[2,3-g][1,4]benzodioxine-8,3′-indol]-2′(1′H)-one). RXN SMILES: [NH:1]1[C:9]2[C:4](=[CH:5][CH:6]=[CH:7][CH:8]=2)[C:3]2([C:21]3[C:12](=[CH:13][C:14]4[O:19][CH2:18][CH2:17][O:16][C:15]=4[CH:20]=3)[O:11][CH2:10]2)[C:2]1=[O:22].[NH:23]1[C:31]2[C:26](=CC=C[CH:30]=2)[C:25]2(COC3C=C4C(=[CH:42][C:32]2=3)CCO4)C1=O.Br.BrCC1C=CC=CN=1.BrCC1CCCCO1>>[N:23]1[CH:42]=[CH:32][CH:25]=[CH:26][C:31]=1[CH2:30][N:1]1[C:9]2[C:4](=[CH:5][CH:6]=[CH:7][CH:8]=2)[C:3]2([C:21]3[C:12](=[CH:13][C:14]4[O:19][CH2:18][CH2:17][O:16][C:15]=4[CH:20]=3)[O:11][CH2:10]2)[C:2]1=[O:22] |f:2.3|. Reported procedure: Following the procedure as described in EXAMPLE 4 and making non-critical variations using 2,3-dihydrospiro[furo[2,3-g][1,4]benzodioxine-8,3′-indol]-2′(1′H)-one to replace 5,6-dihydrospiro[benzo[1,2-b:5,4-b′]difuran-3,3′-indol]-2′(1′H)-one, and 2-(bromomethyl)pyridine hydrobromide to replace 2-(bromomethyl)tetrahydro-2H-pyran, 1′-(pyridin-2-ylmethyl)-2,3-dihydrospiro[furo[2,3-g][1,4]benzodioxine-8,3′-indol]-2′(1′H)-one was obtained (80%) as a colorless solid: mp 208-209° C. (hexanes); 1H NMR (30... Reactants: CCOP(C)(=O)CCNc1cc(C#CC(C)(C)C)sc1C(=O)OC, CC1CCC(C(=O)Cl)CC1, CCOC(C)=O, c1ccncc1. Yields the product CCOP(C)(=O)CCN(C(=O)C1CCC(C)CC1)c1cc(C#CC(C)(C)C)sc1C(=O)OC. RXN SMILES: [CH3:1][O:2][C:3](=[O:4])[c:5]1[s:6][c:7]([C:19]#[C:20][C:21]([CH3:22])([CH3:23])[CH3:24])[cH:8][c:9]1[NH:10][CH2:11][CH2:12][P:13](=[O:14])([CH3:15])[O:16][CH2:17][CH3:18].[CH3:25][CH:26]1[CH2:27][CH2:28][CH:29]([C:32](=[O:33])[Cl:34])[CH2:30][CH2:31]1.[CH3:41][CH2:42][O:43][C:44]([CH3:45])=[O:46].[cH:35]1[cH:36][cH:37][n:38][cH:39][cH:40]1>>[CH3:1][O:2][C:3](=[O:4])[c:5]1[s:6][c:7]([C:19]#[C:20][C:21]([CH3:22])([CH3:23])[CH3:24])[cH:8][c:9]1[N:10]([CH2:11][CH2:12][P:13](=[O:14])([CH3:15])[O:16][CH2:17][CH3:18])[C:32]([CH:29]1[CH2:28][CH2:27][CH:26]([CH3:25])[CH2:31][CH2:30]1)=[O:33]. Starting materials: CC(CCl)CBr, Oc1ccccc1Cl. Yields the product CC(CCl)COc1ccccc1Cl. Reaction SMILES: [Br:9][CH2:10][CH:11]([CH2:12][Cl:13])[CH3:14].[OH:1][c:2]1[cH:3][cH:4][cH:5][cH:6][c:7]1[Cl:8]>>[O:1]([c:2]1[cH:3][cH:4][cH:5][cH:6][c:7]1[Cl:8])[CH2:10][CH:11]([CH2:12][Cl:13])[CH3:14]. Starting materials: C1(=CC=CC=C1)S(=O)(=O)NC(C1=CC=C(C=C1)[N+](=O)[O-])=O (N-(benzenesulfonyl)-p-nitrobenzamide), O (water), C([O-])([O-])=O.[Na+].[Na+] (sodium carbonate). The reagents and catalysts are [Fe] (iron). Run in C(C)(=O)O (acetic acid). Reaction conditions: time 12 hour. Yields the product C1(=CC=CC=C1)S(=O)(=O)NC(C1=CC=C(C=C1)N)=O (N-(benzenesulfonyl)-p-aminobenzamide). As a reaction SMILES: [C:1]1([S:7]([NH:10][C:11](=[O:21])[C:12]2[CH:17]=[CH:16][C:15]([N+:18]([O-])=O)=[CH:14][CH:13]=2)(=[O:9])=[O:8])[CH:6]=[CH:5][CH:4]=[CH:3][CH:2]=1.O.C(=O)([O-])[O-].[Na+].[Na+]>[Fe].C(O)(=O)C>[C:1]1([S:7]([NH:10][C:11](=[O:21])[C:12]2[CH:13]=[CH:14][C:15]([NH2:18])=[CH:16][CH:17]=2)(=[O:9])=[O:8])[CH:2]=[CH:3][CH:4]=[CH:5][CH:6]=1 |f:2.3.4|. Reported procedure: 27.2 g of the thus obtained N-(benzenesulfonyl)-p-nitrobenzamide, 270 g of water, and 5.4 g of glacial acetic acid were charged in a 1,000-ml reaction flask, 54 g of iron powder was slowly added, and a reductive reaction was carried out for 12 hours. The reaction solution was made alkaline with sodium carbonate and filtered. The transparent filtrate was acidified with acetic acid to obtain 19.8 g of N-(benzenesulfonyl)-p-aminobenzamide. Reactants: COC1=CC=C(C=N1)C=1SC=C(N1)CC(=O)OC (methyl 2-[2-(6-methoxy-3-pyridyl)-1,3-thiazol-4-yl]acetate), [Li+].[OH-] (LiOH), Cl (HCl). RXN SMILES: [CH3:1][O:2][C:3]1[N:8]=[CH:7][C:6]([C:9]2[S:10][CH:11]=[C:12]([CH2:14][C:15]([O:17]C)=[O:16])[N:13]=2)=[CH:5][CH:4]=1.[Li+].[OH-].Cl>C1COCC1.CO>[CH3:1][O:2][C:3]1[N:8]=[CH:7][C:6]([C:9]2[S:10][CH:11]=[C:12]([CH2:14][C:15]([OH:17])=[O:16])[N:13]=2)=[CH:5][CH:4]=1 |f:1.2|. Solvent: C1CCOC1 (THF), CO (MeOH). The product is COC1=CC=C(C=N1)C=1SC=C(N1)CC(=O)O (2-[2-(6-methoxy-3-pyridyl)-1,3-thiazol-4-yl]acetic acid). Run at time 18 hour. Procedure details: This material was prepared according to the procedure described for Example 24(b) using methyl 2-[2-(6-methoxy-3-pyridyl)-1,3-thiazol-4-yl]acetate (Step a, 1.1 g, 4.2 mmol) and LiOH (2 N, 7.0 mL) in THF (10 mL) and MeOH (3 mL). The solution was stirred at RT for 18 h, and HCl (aq. 1 N) was added to adjust the reaction mixture to pH ˜2. The solvents were evaporated and the resulting residue was partitioned between EtOAc (75 mL) and H2O (75 mL). The layers were separated and the aqueous layer was ... Reactants: C(CCC)[Sn](CCCC)(CCCC)Cl (tributyltin chloride), BrC1=CN=C2N1C=CC(=N2)C(F)(F)F (3-bromo-7-trifluoromethyl-imidazo[1,2-a]pyrimidine), C(C)(C)[Mg]Cl (isopropylmagnesium chloride), solution. Solvent: O1CCCC1 (tetrahydrofuran), O1CCCC1 (tetrahydrofuran), O1CCCC1 (tetrahydrofuran). Conditions: temperature -78 celsius, time 10 minute. Yields the product C(CCC)[Sn](C1=CN=C2N1C=CC(=N2)C(F)(F)F)(CCCC)CCCC (3-tributylstannyl-7-trifluoromethylimidazo[1,2-a]pyrimidine). As a reaction SMILES: Br[C:2]1[N:6]2[CH:7]=[CH:8][C:9]([C:11]([F:14])([F:13])[F:12])=[N:10][C:5]2=[N:4][CH:3]=1.C([Mg]Cl)(C)C.[CH2:20]([Sn:24](Cl)([CH2:29][CH2:30][CH2:31][CH3:32])[CH2:25][CH2:26][CH2:27][CH3:28])[CH2:21][CH2:22][CH3:23]>O1CCCC1>[CH2:29]([Sn:24]([CH2:20][CH2:21][CH2:22][CH3:23])([CH2:25][CH2:26][CH2:27][CH3:28])[C:2]1[N:6]2[CH:7]=[CH:8][C:9]([C:11]([F:14])([F:13])[F:12])=[N:10][C:5]2=[N:4][CH:3]=1)[CH2:30][CH2:31][CH3:32]. Procedure details: To a cooled (−78° C.) solution of 3-bromo-7-trifluoromethyl-imidazo[1,2-a]pyrimidine (1.0 g, 3.78 mmol) in tetrahydrofuran (20 ml) was added isopropylmagnesium chloride (2.08 ml of a 2.0M solution in tetrahydrofuran, 4.16 mmol). After stirring for 5 min tributyltin chloride (1.2 ml, 4.42 mmol) was added and the reaction stirred for 10 min at −78° C. then allowed to warm to ambient temperature to give a solution of 3-tributylstannyl-7-trifluoromethylimidazo[1,2-a]pyrimidine in tetrahydrofuran (ca... Reactants: mercuric chloride, FC=1C=C(CCN)C=CC1 (3-fluoro phenethylamine), S1C(=S)NC(=O)C1 (Rhodanine), CCN(C(C)C)C(C)C (DIPEA). Run in C(C)#N (acetonitrile). Run at temperature 0 celsius, time 2 day. The product is FC=1C=C(C=CC1)CCNC=1SCC(N1)=O (2-[2-(3-fluoro-phenyl)-ethylamino]-thiazol-4-one). Yield: 76.6%. RXN SMILES: [F:1][C:2]1[CH:3]=[C:4]([CH:8]=[CH:9][CH:10]=1)[CH2:5][CH2:6][NH2:7].[S:11]1[CH2:17][C:15](=[O:16])[NH:14][C:12]1=S.CCN(C(C)C)C(C)C>C(#N)C>[F:1][C:2]1[CH:3]=[C:4]([CH2:5][CH2:6][NH:7][C:12]2[S:11][CH2:17][C:15](=[O:16])[N:14]=2)[CH:8]=[CH:9][CH:10]=1. Procedure details: To a solution of 3-fluoro phenethylamine (3.06 g, 22 mmol) and Rhodanine (2.66 g, 20 mmol) in acetonitrile (70 mL) was added DIPEA (7.66 mL, 44 mmol) at room temperature. Then, this solution was cooled to 0° C. and mercuric chloride (5.97 g, 22 mmol) was added in two portions within 10 min. After addition, the suspension was allowed to warm to room temperature and stirred for 2 days. The resulting black solids were filtered through a plug of celite and washed with acetonitrile (1.0 L) and ethyl ...